From a dataset of the Open Reaction Database (ORD), a public repository of structured organic reaction records. describe an organic reaction: reactants, conditions, products, and yield The reactants are C1(C=2C(C(=O)O1)=CC=CC2)=O (Phthalic anhydride), COC=1N=C2C=3NC(COC3C=NC2=CC1)[C@@H]1CC[C@H](CC1)N (trans-4-(6-methoxy-3,4-dihydro-2H-1-oxa-4,5,9-triaza-phenanthren-3-yl)-cyclohexylamine). The solvent is N1=CC=CC=C1 (pyridine). Product: COC=1N=C2C=3NC(COC3C=NC2=CC1)[C@@H]1CC[C@H](CC1)N1C(C2=CC=CC=C2C1=O)=O (2-[trans-4-(6-methoxy-3,4-dihydro-2H-1-oxa-4,5,9-triaza-phenanthren-3-yl)-cyclohexyl]-isoindole-1,3-dione). The yield is 80.7%. As a reaction SMILES: [C:1]1(=[O:11])[O:6][C:4](=O)[C:3]2=[CH:7][CH:8]=[CH:9][CH:10]=[C:2]12.[CH3:12][O:13][C:14]1[N:15]=[C:16]2[C:25](=[CH:26][CH:27]=1)[N:24]=[CH:23][C:22]1[O:21][CH2:20][CH:19]([C@H:28]3[CH2:33][CH2:32][C@H:31]([NH2:34])[CH2:30][CH2:29]3)[NH:18][C:17]2=1>N1C=CC=CC=1>[CH3:12][O:13][C:14]1[N:15]=[C:16]2[C:25](=[CH:26][CH:27]=1)[N:24]=[CH:23][C:22]1[O:21][CH2:20][CH:19]([C@H:28]3[CH2:33][CH2:32][C@H:31]([N:34]4[C:1](=[O:11])[C:2]5[C:3](=[CH:7][CH:8]=[CH:9][CH:10]=5)[C:4]4=[O:6])[CH2:30][CH2:29]3)[NH:18][C:17]2=1. Reported procedure: Phthalic anhydride (200 mg, 1.34 mmol, 2.53 eq) is added at room temperature to a stirred solution of trans-4-(6-methoxy-3,4-dihydro-2H-1-oxa-4,5,9-triaza-phenanthren-3-yl)-cyclohexylamine (200 mg, 0.53 mmol, 1.0 eq) in pyridine (4 mL). The reaction mixture is heated to reflux for 3 hours, pyridine is then removed and acetic anhydride (1 mL) is added. The resulting mixture is heated to reflux for 2 hours, then extracted with ethyl acetate (3×10 mL) and water (5 mL). The combined organic layers a... The reactants are solution, [N-]=C=O (isocyanate), CN1C(CCC1)=O (N-methylpyrrolidone), C(CN)N (ethylenediamine). Reaction conditions: time 24 hour. The product is C(CNC(=O)N)NC(=O)N (ethylenediurea). Reaction SMILES: [CH2:1]([NH2:4])[CH2:2][NH2:3].[N-:5]=[C:6]=[O:7].C[N:9]1CCC[C:10]1=[O:14]>>[CH2:1]([NH:4][C:10]([NH2:9])=[O:14])[CH2:2][NH:3][C:6]([NH2:5])=[O:7]. Procedure: 1.88 g of ethylenediamine (0.031 mol) were added dropwise at room temperature with stirring to 100 ml of a solution of 10 g of triethylammonum isocyanate (0.069 mol) in 100 ml of N-methylpyrrolidone, prepared according to the procedure described in example 1. After stirring at room temperature for 24 hours, the reaction mixture was heated to reflux for one hour, the solvent was evaporated and the residue was recrystallized from water. 3.4 g, i.e. 75% of theory, of ethylenediurea were obtained in... Starting materials: FC(C(=O)OCC)(F)F (ethyl trifluoroacetate), C[O-].[Na+] (sodium methoxide), ice water, CC(=O)C1=CC=C(C=C1)F (4-fluoroacetophenone). The solvent is C(C)(C)(C)OC (tertbutylmethylether), Cl (HCl). Reaction conditions: time 3 hour. Product: FC(C(CC(=O)C1=CC=C(C=C1)F)=O)(F)F (4,4,4-Trifluoro-1-(4-fluoro-phenyl)-butane-1,3-dione). Isolated yield 96.5%. As a reaction SMILES: [F:1][C:2]([F:9])([F:8])[C:3]([O:5]CC)=O.C[O-].[Na+].[CH3:13][C:14]([C:16]1[CH:21]=[CH:20][C:19]([F:22])=[CH:18][CH:17]=1)=[O:15]>C(OC)(C)(C)C.Cl>[F:9][C:2]([F:1])([F:8])[C:3](=[O:5])[CH2:13][C:14]([C:16]1[CH:21]=[CH:20][C:19]([F:22])=[CH:18][CH:17]=1)=[O:15] |f:1.2|. Reported procedure: To a solution of ethyl trifluoroacetate (23.9 mL, 199 mmol) in tertbutylmethylether (230 mL) containing sodium methoxide (5.4 M, 39.6 mL, 214 mmol) was added 4-fluoroacetophenone (25 g, 181 mmol) and the resulting mixture stirred at room temperature for 3 h and then poured into ice-water. The mixture was then diluted with HCl (2 N, 200 mL) and then extracted with ethyl acetate. The combined organic extracts were then dried over sodium sulfate and evaporated to afford the title compound (40.9 g, ...